From a dataset of the Open Reaction Database (ORD), a public repository of structured organic reaction records. describe an organic reaction: reactants, conditions, products, and yield The reactants are CCO, CCOC(C)=O, COc1cnc2c(c1)cc(C=CC(=O)O)n2Cc1ccc(Cl)cc1. The product is COc1cnc2c(c1)cc(CCC(=O)O)n2Cc1ccc(Cl)cc1. Reaction SMILES: [CH3:25][CH2:26][OH:27].[CH3:28][CH2:29][O:30][C:31]([CH3:32])=[O:33].[Cl:1][c:2]1[cH:3][cH:4][c:5]([CH2:6][n:7]2[c:8]([CH:18]=[CH:19][C:20](=[O:21])[OH:22])[cH:9][c:10]3[c:11]2[n:12][cH:13][c:14]([O:16][CH3:17])[cH:15]3)[cH:23][cH:24]1>>[Cl:1][c:2]1[cH:3][cH:4][c:5]([CH2:6][n:7]2[c:8]([CH2:18][CH2:19][C:20](=[O:21])[OH:22])[cH:9][c:10]3[c:11]2[n:12][cH:13][c:14]([O:16][CH3:17])[cH:15]3)[cH:23][cH:24]1. The reactants are C(=O)(C(F)(F)F)O (TFA), ClC1=CC=C(C=C1)NNC(=O)OC(C)(C)C (tert-butyl 2-(4-chlorophenyl)hydrazinecarboxylate), ClC1=CC=C(C(=C1C(=O)N=C=O)F)CNC(C(C)(C)C)=O (6-chloro-2-fluoro-3-(pivalamidomethyl)benzoyl isocyanate). The solvent is C(Cl)Cl (DCM). Yields the product ClC1=C(C(=C(CNC(C(C)(C)C)=O)C=C1)F)C1=NN(C(N1)=O)C1=CC=C(C=C1)Cl (N-(4-Chloro-3-(1-(4-chlorophenyl)-5-oxo-4,5-dihydro-1H-1,2,4-triazol-3-yl)-2-fluorobenzyl)pivalamide), pure product. Reaction SMILES: [Cl:1][C:2]1[CH:7]=[CH:6][C:5]([NH:8][NH:9]C(OC(C)(C)C)=O)=[CH:4][CH:3]=1.[Cl:17][C:18]1[C:23]([C:24]([N:26]=[C:27]=[O:28])=O)=[C:22]([F:29])[C:21]([CH2:30][NH:31][C:32](=[O:37])[C:33]([CH3:36])([CH3:35])[CH3:34])=[CH:20][CH:19]=1.C(O)(C(F)(F)F)=O>C(Cl)Cl>[Cl:17][C:18]1[CH:19]=[CH:20][C:21]([CH2:30][NH:31][C:32](=[O:37])[C:33]([CH3:36])([CH3:35])[CH3:34])=[C:22]([F:29])[C:23]=1[C:24]1[NH:26][C:27](=[O:28])[N:8]([C:5]2[CH:6]=[CH:7][C:2]([Cl:1])=[CH:3][CH:4]=2)[N:9]=1. Procedure: The title compound was prepared by following the procedure as described for Example-83 by using tert-butyl 2-(4-chlorophenyl)hydrazinecarboxylate (Intermediate-62, 0.050 g, 0.20 mmol), 6-chloro-2-fluoro-3-(pivalamidomethyl)benzoyl isocyanate (Intermediate-51, 0.130 g, 0.41 mmol), DCM (10 mL) and TFA (3 mL) to afford 0.040 g of pure product. 1H NMR (400 MHz, DMSO d6): δ 1.12 (s, 9H), 4.30 (d, J=6.0 Hz, 2H), 7.24-7.47 (m, 2H), 7.52 (d, J=7.2 Hz, 2H), 7.94 (d, J=8.8 Hz, 2H), 8.16 (m, 1H), 12.10 (br... Reactants: C(C)(=O)NC(C(=O)NC(C)(C)C)(CCCCB1OC(C(O1)(C)C)(C)C)C1CCN(CC1)CC1=CC=CC=C1 (2-acetamido-2-(1-benzylpiperidin-4-yl)-N-tert-butyl-6-(4,4,5,5-tetramethyl-1,3,2-dioxaborolan-2-yl)hexanamide), O (water). Run in Cl (HCl). The product is NC(C(=O)O)(CCCCB(O)O)C1CCN(CC1)CC1=CC=CC=C1 (2-amino-2-(1-benzylpiperidin-4-yl)-6-boronohexanoic acid). Isolated yield 62.0%. RXN SMILES: C([NH:4][C:5]([CH:26]1[CH2:31][CH2:30][N:29]([CH2:32][C:33]2[CH:38]=[CH:37][CH:36]=[CH:35][CH:34]=2)[CH2:28][CH2:27]1)([CH2:13][CH2:14][CH2:15][CH2:16][B:17]1[O:21]C(C)(C)C(C)(C)[O:18]1)[C:6](NC(C)(C)C)=[O:7])(=O)C.[OH2:39]>Cl>[NH2:4][C:5]([CH:26]1[CH2:31][CH2:30][N:29]([CH2:32][C:33]2[CH:38]=[CH:37][CH:36]=[CH:35][CH:34]=2)[CH2:28][CH2:27]1)([CH2:13][CH2:14][CH2:15][CH2:16][B:17]([OH:21])[OH:18])[C:6]([OH:39])=[O:7]. Procedure: A solution of 2-acetamido-2-(1-benzylpiperidin-4-yl)-N-tert-butyl-6-(4,4,5,5-tetramethyl-1,3,2-dioxaborolan-2-yl)hexanamide (510 mg, 0.97 mmol) in 6 N HCl (15 mL) was heated to a gentle reflux for 16 h. After cooling to room temperature, the reaction mixture was transferred to a separatory funnel, diluted with deionized water (15 mL) and washed with dichloromethane (3×25 mL). The aqueous layer was concentrated to give an off-white solid that was purified by HPLC (5-95% acetonitrile in water). Th... The reactants are IC1=CC=CC=C1 (iodobenzene), N1=CC=CC2=CC=C3C=CC=NC3=C12 (1,10-phenanthroline), ClC1=CC(=CC=C1)Cl (1,3-dichlorobenzene), C(C)(C)(C)O[Li] (tBuOLi). Reagents/catalysts: [Cu]I (Copper(I) iodide). Run in hexanes, CN1CCCN(C1=O)C (DMPU). Product: ClC1=C(C(=CC=C1)Cl)C1=CC=CC=C1 (2,6-Dichlorobiphenyl). Yield: 17.9%. RXN SMILES: I[C:2]1[CH:7]=[CH:6][CH:5]=[CH:4][CH:3]=1.N1C2C(=CC=C3C=2N=CC=C3)C=CC=1.[Cl:22][C:23]1[CH:28]=[CH:27][CH:26]=[C:25]([Cl:29])[CH:24]=1.C(O[Li])(C)(C)C>[Cu]I.CN1C(=O)N(C)CCC1>[Cl:22][C:23]1[CH:28]=[CH:27][CH:26]=[C:25]([Cl:29])[C:24]=1[C:2]1[CH:7]=[CH:6][CH:5]=[CH:4][CH:3]=1. Procedure details: Copper(I) iodide (19 mg, 0.1 mmol), iodobenzene (204 mg, 1.0 mmol), 1,10-phenanthroline (18 mg, 0.1 mmol), 1,3-dichlorobenzene (220 mg, 1.5 mmol), tBuOLi (160 mg, 2.0 mmol), and DMPU (0.5 mL), 125° C., 12 hours. After column chromatography (hexanes) 40 mg (18%) of a colorless oil was obtained.